From a dataset of the Open Reaction Database (ORD), a public repository of structured organic reaction records. describe an organic reaction: reactants, conditions, products, and yield Reaction SMILES: [CH2:1]([S:3][C:4]1[CH:5]=[CH:6][C:7]([C:10]([OH:12])=O)=[N:8][CH:9]=1)[CH3:2].C1N=CN(C(N2C=NC=C2)=[O:19])C=1.CS(O)(=O)=O.[NH2:30][CH2:31][C:32]1[CH:33]=[C:34]2[C:38](=[CH:39][CH:40]=1)[C:37](=[O:41])[N:36]([CH:42]1[CH2:47][CH2:46][C:45](=[O:48])[NH:44][C:43]1=[O:49])[CH2:35]2.CCOC(C)=O>CN(C)C=O>[O:49]=[C:43]1[CH:42]([N:36]2[C:35](=[O:19])[C:34]3[C:38](=[CH:39][CH:40]=[C:32]([CH2:31][NH:30][C:10]([C:7]4[CH:6]=[CH:5][C:4]([S:3][CH2:1][CH3:2])=[CH:9][N:8]=4)=[O:12])[CH:33]=3)[C:37]2=[O:41])[CH2:47][CH2:46][C:45](=[O:48])[NH:44]1 |f:2.3|. The solvent is CN(C=O)C (N,N-dimethylformamide). Run at temperature 40 celsius, time 2 hour. Procedure details: A stirred mixture of 5-ethylsulfanyl-pyridine-2-carboxylic acid (0.48 g, 2.60 mmol) and CDI (0.44 g, 2.70 mmol) in N,N-dimethylformamide (20 mL) was heated to 40° C. under nitrogen. After 2 h, 3-(5-aminomethyl-1-oxo-1,3-dihydro-isoindol-2-yl)-piperidine-2,6-dione methane sulfonate (1.0 g, 2.60 mmol) was added and the mixture was heated at 40° C. for 2 h. The mixture was cooled to rt and EtOAc (75 mL) was added. The organic layer was washed with sat. aq. NaHCO3 (3×75 mL) then concentrated in vacu... Yield: 55.3%. The product is O=C1NC(CCC1N1C(C2=CC=C(C=C2C1=O)CNC(=O)C1=NC=C(C=C1)SCC)=O)=O (5-ethylsulfanyl-pyridine-2-carboxylic acid [2-(2,6-dioxo-piperidin-3-yl)-1,3-dioxo-2,3-dihydro-1H-isoindol-5-ylmethyl]-amide). The reactants are CCOC(=O)C (EtOAc), C(C)SC=1C=CC(=NC1)C(=O)O (5-ethylsulfanyl-pyridine-2-carboxylic acid), C1=CN(C=N1)C(=O)N2C=CN=C2 (CDI), CS(=O)(=O)O.NCC=1C=C2CN(C(C2=CC1)=O)C1C(NC(CC1)=O)=O (3-(5-aminomethyl-1-oxo-1,3-dihydro-isoindol-2-yl)-piperidine-2,6-dione methane sulfonate). Reactants: OC1=CC=C2CCCC(C2=C1)=O (3,4-dihydro-7-hydroxy-1(2H)-naphthalenone), BrCC(=O)OCC (ethyl bromoacetate), C([O-])([O-])=O.[K+].[K+] (potassium carbonate). The solvent is CN(C=O)C (N,N-dimethylformamide), O (water). Run at temperature 60 celsius, time 6 hour. The product is C(C)OC(COC=1C=CC=2CCCC(C2C1)=O)=O (Ethyl[(5,6,7,8-tetrahydro-5-oxo-3-naphthalenyl)oxy]acetate). Isolated yield 83.3%. Reaction SMILES: [OH:1][C:2]1[CH:11]=[C:10]2[C:5]([CH2:6][CH2:7][CH2:8][C:9]2=[O:12])=[CH:4][CH:3]=1.Br[CH2:14][C:15]([O:17][CH2:18][CH3:19])=[O:16].C(=O)([O-])[O-].[K+].[K+]>CN(C)C=O.O>[CH2:18]([O:17][C:15](=[O:16])[CH2:14][O:1][C:2]1[CH:3]=[CH:4][C:5]2[CH2:6][CH2:7][CH2:8][C:9](=[O:12])[C:10]=2[CH:11]=1)[CH3:19] |f:2.3.4|. Reported procedure: To a solution of 3,4-dihydro-7-hydroxy-1(2H)-naphthalenone (15.3 g, 94.3 mmol) in N,N-dimethylformamide (150 mL) were serially added ethyl bromoacetate (16.5 g, 99.0 mmol) and potassium carbonate (13.7 g, 99.0 mmol) and the mixture was stirred at 60° C. for 6 hours. This reaction mixture was diluted with water and extracted with ethyl acetate. The organic layer was washed with water and saturated aqueous sodium chloride solution, dried over anhydrous magnesium sulfate (MgSO4), filtered, and conc... The reactants are BrCCCCCCCCCCCCCCCCNC1=CC=C(C(=O)O)C=C1 (4-(16-bromohexadecylamino)benzoic acid), C(C(O)C)(=O)O (lactic acid), C=1(C(=CC=CC1)S(=O)(=O)O)C (toluenesulfonic acid). Run in C1(=CC=CC=C1)C (toluene). Yields the product BrCCCCCCCCCCCCCCCCNC1=CC=C(C(=O)OC(C)C(=O)O)C=C1 (1-carboxyethyl 4-(16-bromohexadecylamino)benzoate). RXN SMILES: [Br:1][CH2:2][CH2:3][CH2:4][CH2:5][CH2:6][CH2:7][CH2:8][CH2:9][CH2:10][CH2:11][CH2:12][CH2:13][CH2:14][CH2:15][CH2:16][CH2:17][NH:18][C:19]1[CH:27]=[CH:26][C:22]([C:23]([OH:25])=[O:24])=[CH:21][CH:20]=1.[C:28]([OH:33])(=[O:32])[CH:29]([CH3:31])O.C1(C)C(S(O)(=O)=O)=CC=CC=1>C1(C)C=CC=CC=1>[Br:1][CH2:2][CH2:3][CH2:4][CH2:5][CH2:6][CH2:7][CH2:8][CH2:9][CH2:10][CH2:11][CH2:12][CH2:13][CH2:14][CH2:15][CH2:16][CH2:17][NH:18][C:19]1[CH:20]=[CH:21][C:22]([C:23]([O:25][CH:29]([C:28]([OH:33])=[O:32])[CH3:31])=[O:24])=[CH:26][CH:27]=1. Reported procedure: A flask containing 10.0 g. 4-(16-bromohexadecylamino)benzoic acid, 3.3 g. lactic acid, 500 mg. toluenesulfonic acid and 500 ml. toluene is equipped with a Soxhlet extractor charged with activated 4 A Linde molecular sieves. The solution is refluxed for 24 hours, during which time the Soxhlet extractor is charged twice more with fresh sieves. The hot solution is filtered and left to cool, whereupon the product separates as off-white crystals. Reactants: B(c1c(ccc2c1cnn2C3CCCCO3)C)(O)O, O=S(OC1=CC=C2N=CC=CC2=C1)(C(F)(F)F)=O. Reagents/catalysts: [OH-].[Na+], CC(C)(C)c1ccc(cc1)c2ccc(cc2)C(C)(C)C, CC(C)(C)P(C(C)(C)C)C(C)(C)C, CC(=O)[O-].CC(=O)[O-].[Pd+2]. The solvent is O, CN(C)C=O, CCC1=CC(CC)=CC=C1, CC#N, O, Cc1ccccc1, CCc1cc(CC)cc(CC)c1. Reaction conditions: temperature 100 celsius, pressure 100 bar, time 1 minute. Product: CC(C=C1)=C(C2=CC=C(N=CC=C3)C3=C2)C4=C1N(C5OCCCC5)N=C4. Isolated yield 56.4%. Reactants: CCCn1cncc1CSc1nc2cc([N+](=O)[O-])ccc2n1C, CCO, [Ca+2], [Cl-], [Cl-], [Fe]. Yields the product CCCn1cncc1CSc1nc2cc(N)ccc2n1C. RXN SMILES: [CH3:1][n:2]1[c:3]([S:14][CH2:15][c:16]2[cH:17][n:18][cH:19][n:20]2[CH2:21][CH2:22][CH3:23])[n:4][c:5]2[c:6]1[cH:7][cH:8][c:9]([N+:11]([O-:12])=[O:13])[cH:10]2.[CH3:27][CH2:28][OH:29].[Ca+2:26].[Cl-:24].[Cl-:25].[Fe:30]>>[CH3:1][n:2]1[c:3]([S:14][CH2:15][c:16]2[cH:17][n:18][cH:19][n:20]2[CH2:21][CH2:22][CH3:23])[n:4][c:5]2[c:6]1[cH:7][cH:8][c:9]([NH2:11])[cH:10]2.